This data is from the Open Reaction Database (ORD), a public repository of structured organic reaction records. The task is: describe an organic reaction: reactants, conditions, products, and yield Reactants: C(CCCCCCCCCCCCCCCCC)N (octadecylamine), C(CC(=O)C)(=O)OCC (ethyl acetoacetate), N1CCCCC1 (piperidine), mixture, Cl (hydrochloric acid), C(#N)CC(=O)OCC (ethyl cyanoacetate). The solvent is COCCOC (1,2-dimethoxyethane), C1(=CC=CC=C1)C (toluene), O (water), CO (methanol). Reaction conditions: temperature 120 celsius. Yields the product C(CCCCCCCCCCCCCCCCC)N1C(C=CC=C1)=O (N-stearyl pyridone). Isolated yield 87.1%. As a reaction SMILES: [CH2:1]([NH2:19])[CH2:2][CH2:3][CH2:4][CH2:5][CH2:6][CH2:7][CH2:8][CH2:9][CH2:10][CH2:11][CH2:12][CH2:13][CH2:14][CH2:15][CH2:16][CH2:17][CH3:18].[C:20]([CH2:22][C:23]([O:25]CC)=O)#N.[C:28](OCC)(=O)[CH2:29]C(C)=O.N1CCCCC1.Cl>O.CO.COCCOC.C1(C)C=CC=CC=1>[CH2:1]([N:19]1[CH:29]=[CH:28][CH:20]=[CH:22][C:23]1=[O:25])[CH2:2][CH2:3][CH2:4][CH2:5][CH2:6][CH2:7][CH2:8][CH2:9][CH2:10][CH2:11][CH2:12][CH2:13][CH2:14][CH2:15][CH2:16][CH2:17][CH3:18]. Reported procedure: Into a 2 liter flask equipped with magnetic stir bar and temperature thermostat was charged octadecylamine (stearylamine, 18.9 grams, 0.07 mol; obtained from Sigma-Aldrich Co., Milwaukee, Wis.) followed with ethyl cyanoacetate (7.9 grams, 0.07 mol, density 1.06 grams per milliliter; obtained from Spectrum Chemicals, New Brunswick, N.J.). The resulting mixture was stirred and heated to 120° C. internal temperature for 1 hour, during which time a liquid byproduct was distilled away. To the hot rea...